describe an organic reaction: reactants, conditions, products, and yield From a dataset of the Open Reaction Database (ORD), a public repository of structured organic reaction records. Reactants: ClC=1C(=NC=C(C1)Cl)OC1=CC=C(C=C1)O (4-(3,5-dichloro-pyridin-2-yloxy)-phenol), CN(C(=O)Cl)C1=CC=CC=C1 (N-methyl-N-phenylcarbamoyl chloride). Yields the product ClC=1C(=NC=C(C1)Cl)OC1=CC=C(C=C1)OC(N(C1=CC=CC=C1)C)=O (Methyl-phenyl-carbamic acid 4-(3,5-dichloro-pyridin-2-yloxy)-phenyl ester). RXN SMILES: [Cl:1][C:2]1[C:3]([O:9][C:10]2[CH:15]=[CH:14][C:13]([OH:16])=[CH:12][CH:11]=2)=[N:4][CH:5]=[C:6]([Cl:8])[CH:7]=1.[CH3:17][N:18]([C:22]1[CH:27]=[CH:26][CH:25]=[CH:24][CH:23]=1)[C:19](Cl)=[O:20]>>[Cl:1][C:2]1[C:3]([O:9][C:10]2[CH:15]=[CH:14][C:13]([O:16][C:19](=[O:20])[N:18]([CH3:17])[C:22]3[CH:27]=[CH:26][CH:25]=[CH:24][CH:23]=3)=[CH:12][CH:11]=2)=[N:4][CH:5]=[C:6]([Cl:8])[CH:7]=1. Procedure: The title compound was prepared from 4-(3,5-dichloro-pyridin-2-yloxy)-phenol and N-methyl-N-phenylcarbamoyl chloride. The crude product was purified by preparative HPLC (53%, crystals). HPLC-MS m/z=389.1 (M+1), Rt: 5.1 min. The reactants are C(C)N1C=C(C(C2=CC(=C(C=C12)F)F)=O)C(=O)O (1-ethyl-6,7-difluoro-1,4-dihydro-4-oxoquinoline-3-carboxylic acid), C(C)NC=1C=C2CNCC2=CC1 (5-ethylaminoisoindoline), C1CCC2=NCCCN2CC1 (DBU). The solvent is CN(C)C=O (DMF). Yields the product C(C)NC=1C=C2CN(CC2=CC1)C1=C(C=C2C(C(=CN(C2=C1)CC)C(=O)O)=O)F (7-(5-ethylamino-2-isoindolinyl)-1-ethyl-6-fluoro-1,4-dihydro-4-oxoquinoline-3-carboxylic acid). The yield is 49.9%. Reaction SMILES: [CH2:1]([N:3]1[C:12]2[C:7](=[CH:8][C:9]([F:14])=[C:10](F)[CH:11]=2)[C:6](=[O:15])[C:5]([C:16]([OH:18])=[O:17])=[CH:4]1)[CH3:2].[CH2:19]([NH:21][C:22]1[CH:23]=[C:24]2[C:28](=[CH:29][CH:30]=1)[CH2:27][NH:26][CH2:25]2)[CH3:20].C1CCN2C(=NCCC2)CC1>CN(C=O)C>[CH2:19]([NH:21][C:22]1[CH:23]=[C:24]2[C:28](=[CH:29][CH:30]=1)[CH2:27][N:26]([C:10]1[CH:11]=[C:12]3[C:7]([C:6](=[O:15])[C:5]([C:16]([OH:18])=[O:17])=[CH:4][N:3]3[CH2:1][CH3:2])=[CH:8][C:9]=1[F:14])[CH2:25]2)[CH3:20]. Reported procedure: 177 mg of 1-ethyl-6,7-difluoro-1,4-dihydro-4-oxoquinoline-3-carboxylic acid, 136 mg of 5-ethylaminoisoindoline, 213 mg of DBU, and 1.5 ml of anhydrous DMF were processed in the same manner as in Example 1 to produce 138 mg of the target compound. Starting materials: N1C(=CC2=CC=CC=C12)C(=O)O (Indole-2-carboxylic acid), BrC1=C(NC2=CC=CC=C12)C(=O)O (3-bromoindole-2-carboxylic acid), C(C)(C)(C)OC(N(C)C)OC(C)(C)C (N,N-dimethylformamide di-tert-butyl acetal), indole-3-bromo-2-carboxylic acid. Run in C1(=CC=CC=C1)C (toluene). Conditions: temperature 90 celsius. Yields the product BrC1=C(NC2=CC=CC=C12)C(=O)OC(C)(C)C (tert-butyl 3-bromoindole-2-carboxylate). RXN SMILES: N1[C:9]2[C:4](=[CH:5]C=CC=2)[CH:3]=C1C(O)=O.[Br:13][C:14]1[C:22]2[C:17](=[CH:18][CH:19]=[CH:20][CH:21]=2)[NH:16][C:15]=1[C:23]([OH:25])=[O:24].C(OC(OC(C)(C)C)N(C)C)(C)(C)C>C1(C)C=CC=CC=1>[Br:13][C:14]1[C:22]2[C:17](=[CH:18][CH:19]=[CH:20][CH:21]=2)[NH:16][C:15]=1[C:23]([O:25][C:4]([CH3:9])([CH3:5])[CH3:3])=[O:24]. Reported procedure: Indole-2-carboxylic acid was converted to 3-bromoindole-2-carboxylic acid using the method described for Example 13. N,N-dimethylformamide di-tert-butyl acetal (35 mL) was added dropwise to a stirring mixture of indole-3-bromo-2-carboxylic acid (14.9 g, 62 mmol) suspended in toluene (100 mL). After the addition was complete, the reaction was heated at 90° C. for 8 h. The reaction mixture was then cooled to room temperature and washed with cold water (2×100 mL). The organic layer was dried over a... Reactants: [Al+3], O=C(O)CCCC=C1CC2CC3(CC2C1)OCCO3, [H-], [H-], [H-], [H-], [Li+], [Na+], C1CCOC1, [OH-]. Yields the product OCCCCC=C1CC2CC3(CC2C1)OCCO3. RXN SMILES: [Al+3:21].[C:1](=[O:2])([OH:3])[CH2:4][CH2:5][CH2:6][CH:7]=[C:8]1[CH2:9][CH:10]2[CH2:11][C:12]3([CH2:13][CH:14]2[CH2:15]1)[O:16][CH2:17][CH2:18][O:19]3.[H-:20].[H-:23].[H-:24].[H-:25].[Li+:22].[Na+:27].[O:28]1[CH2:29][CH2:30][CH2:31][CH2:32]1.[OH-:26]>>[CH2:1]([OH:2])[CH2:4][CH2:5][CH2:6][CH:7]=[C:8]1[CH2:9][CH:10]2[CH2:11][C:12]3([CH2:13][CH:14]2[CH2:15]1)[O:16][CH2:17][CH2:18][O:19]3.